From a dataset of the Open Reaction Database (ORD), a public repository of structured organic reaction records. describe an organic reaction: reactants, conditions, products, and yield The reactants are CC(C)Br, Oc1ccccc1Br, O=C([O-])[O-], CN(C)C=O, [Cs+], [Cs+], O. Product: CC(C)Oc1ccccc1Br. As a reaction SMILES: [Br:15][CH:16]([CH3:17])[CH3:18].[Br:1][c:2]1[c:3]([OH:8])[cH:4][cH:5][cH:6][cH:7]1.[C:9](=[O:10])([O-:11])[O-:12].[CH3:20][N:21]([CH3:22])[CH:23]=[O:24].[Cs+:13].[Cs+:14].[OH2:19]>>[Br:1][c:2]1[c:3]([O:8][CH:16]([CH3:17])[CH3:18])[cH:4][cH:5][cH:6][cH:7]1. Starting materials: O=C(Cl)C(=O)Cl, ClCCl, O=C(O)c1ccc([N+](=O)[O-])c(F)c1, CN(C)C=O. Product: O=C(Cl)c1ccc([N+](=O)[O-])c(F)c1. RXN SMILES: [Cl:14][C:15]([C:16]([Cl:17])=[O:18])=[O:19].[Cl:25][CH2:26][Cl:27].[F:1][c:2]1[cH:3][c:4]([C:5](=[O:6])[OH:7])[cH:8][cH:9][c:10]1[N+:11](=[O:12])[O-:13].[O:20]=[CH:21][N:22]([CH3:23])[CH3:24]>>[F:1][c:2]1[cH:3][c:4]([C:5](=[O:6])[Cl:14])[cH:8][cH:9][c:10]1[N+:11](=[O:12])[O-:13].